This data is from the Open Reaction Database (ORD), a public repository of structured organic reaction records. The task is: describe an organic reaction: reactants, conditions, products, and yield The reactants are FC1(OC2=C(O1)C=CC(=C2)B(O)O)F ((2,2-difluoro-1,3-benzodioxol-5-yl)boronic acid), C([O-])([O-])=O.[Na+].[Na+] (sodium carbonate), CC1=CC(=C(C=C1)NC(=O)C)Br (2-bromo-4-methylacetanilide), FC1(OC2=C(O1)C=CC(=C2)B(O)O)F ((2,2-difluoro-1,3-benzodioxol-5-yl)boronic acid), C([O-])([O-])=O.[Na+].[Na+] (sodium carbonate). Reagents/catalysts: [Pd](Cl)Cl.C1(=CC=CC=C1)P(C1=CC=CC=C1)C1=CC=CC=C1.C1(=CC=CC=C1)P(C1=CC=CC=C1)C1=CC=CC=C1 (bis(triphenylphosphine) palladium (II) chloride). Solvent: COCCOC (ethylene glycol dimethyl ether), O (water), O (water), O (water). The product is FC1(OC2=C(O1)C=CC(=C2)C2=C(C=CC(=C2)C)NC(C)=O)F (N-[2-(2,2-difluoro-1,3-benzodioxol-5-yl)-4-methylphenyl]acetamide). Reaction SMILES: [CH3:1][C:2]1[CH:7]=[CH:6][C:5]([NH:8][C:9]([CH3:11])=[O:10])=[C:4](Br)[CH:3]=1.[F:13][C:14]1([F:26])[O:18][C:17]2[CH:19]=[CH:20][C:21](B(O)O)=[CH:22][C:16]=2[O:15]1.C(=O)([O-])[O-].[Na+].[Na+]>COCCOC.O.[Pd](Cl)Cl.C1(P(C2C=CC=CC=2)C2C=CC=CC=2)C=CC=CC=1.C1(P(C2C=CC=CC=2)C2C=CC=CC=2)C=CC=CC=1>[F:26][C:14]1([F:13])[O:15][C:16]2[CH:22]=[CH:21][C:20]([C:4]3[CH:3]=[C:2]([CH3:1])[CH:7]=[CH:6][C:5]=3[NH:8][C:9](=[O:10])[CH3:11])=[CH:19][C:17]=2[O:18]1 |f:2.3.4,7.8.9|. Procedure details: To a mixture of 2-bromo-4-methylacetanilide (1.5 g, 6.6 mmol) and the title compound of Step B (2.0 g, 9.9 mmol) in ethylene glycol dimethyl ether (20 mL) were added a solution of sodium carbonate (2.1 g, 20 mmol) in water (20 mL) and bis(triphenylphosphine) palladium (II) chloride (230 mg, 0.33 mmol). The mixture was heated at reflux overnight, and then additional title compound of Step B (1.0 g, 4.9 mmol) and sodium carbonate (1.0 g, 9.4 mmol) as a solution in water (approximately 10 mL) were ... The reactants are C(C1=CC=CC=C1)(=O)OC (methyl benzoate), C(CN)N (ethylenediamine). Yields the product C1(=CC=CC=C1)C=1NCCN1 (2-phenylimidazoline). Isolated yield 95.0%. RXN SMILES: [C:1](OC)(=O)[C:2]1[CH:7]=[CH:6][CH:5]=[CH:4][CH:3]=1.[CH2:11]([NH2:14])[CH2:12][NH2:13]>>[C:2]1([C:1]2[NH:13][CH2:12][CH2:11][N:14]=2)[CH:7]=[CH:6][CH:5]=[CH:4][CH:3]=1. Reported procedure: The procedure described in Example 5 is followed except that 272 parts of methyl benzoate and 132 parts of ethylenediamine are employed. 277 parts of 2-phenylimidazoline (95% of theory, based on methyl benzoate employed) of boiling point 295° C./1,013 mbar are obtained. Starting materials: O=C([O-])[O-], Cc1cc(C)c(O)c(C)c1, CN1CCCC1=O, Cc1ccccc1, N#Cc1ccc(F)cc1, [K+], [K+]. The product is Cc1cc(C)c(Oc2ccc(C#N)cc2)c(C)c1. Reaction SMILES: [C:20](=[O:21])([O-:22])[O-:23].[CH3:1][c:2]1[c:3]([OH:10])[c:4]([CH3:9])[cH:5][c:6]([CH3:8])[cH:7]1.[CH3:26][N:27]1[CH2:28][CH2:29][CH2:30][C:31]1=[O:32].[CH3:33][c:34]1[cH:35][cH:36][cH:37][cH:38][cH:39]1.[F:11][c:12]1[cH:13][cH:14][c:15]([C:16]#[N:17])[cH:18][cH:19]1.[K+:24].[K+:25]>>[CH3:1][c:2]1[c:3]([O:10][c:12]2[cH:13][cH:14][c:15]([C:16]#[N:17])[cH:18][cH:19]2)[c:4]([CH3:9])[cH:5][c:6]([CH3:8])[cH:7]1. Product: CC(NC(=O)c1ccc(C(=O)N2CCCC2)cc1)c1nc2cc(Cl)ccc2[nH]1. RXN SMILES: [B-:17]([F:18])([F:19])([F:20])[F:21].[CH2:67]([OH:68])[CH3:69].[CH2:70]([Cl:71])[Cl:72].[CH:39]([N:40]([CH:41]([CH3:42])[CH3:43])[CH2:44][CH3:45])([CH3:46])[CH3:47].[Cl:48][c:49]1[cH:50][c:51]2[c:52]([nH:53][c:54]([CH:56]([CH3:57])[NH2:58])[n:55]2)[cH:59][cH:60]1.[Cl:61].[N:1]1([C:6](=[O:7])[c:8]2[cH:9][cH:10][c:11]([C:12](=[O:13])[OH:14])[cH:15][cH:16]2)[CH2:2][CH2:3][CH2:4][CH2:5]1.[O:62]1[CH2:63][CH2:64][CH2:65][CH2:66]1.[n:22]1([O:23][C:24]([N:25]([CH3:26])[CH3:27])=[N+:28]([CH3:29])[CH3:30])[c:31]2[cH:32][cH:33][cH:34][cH:35][c:36]2[n:37][n:38]1>>[N:1]1([C:6](=[O:7])[c:8]2[cH:9][cH:10][c:11]([C:12](=[O:14])[NH:58][CH:56]([c:54]3[nH:53][c:52]4[c:51]([cH:50][c:49]([Cl:48])[cH:60][cH:59]4)[n:55]3)[CH3:57])[cH:15][cH:16]2)[CH2:2][CH2:3][CH2:4][CH2:5]1. Starting materials: F[B-](F)(F)F, CCO, ClCCl, CCN(C(C)C)C(C)C, CC(N)c1nc2cc(Cl)ccc2[nH]1, Cl, O=C(O)c1ccc(C(=O)N2CCCC2)cc1, C1CCOC1, CN(C)C(On1nnc2ccccc21)=[N+](C)C. The reactants are C(C)(C)C1=C(C=C(C=C1)C=O)C=O (4-Isopropyl-benzene-1,3-dial), B(F)(F)F.CCOCC (boron trifluoride etherate), C(C)(=O)[O-].[Na+] (sodium acetate). Run in C(C)(=O)O (Acetic acid). Run at time 10 minute. Product: OC1=C(C=C(C(=C1)O)C(C)C)C(C)=O (1-(2,4-Dihydroxy-5-isopropyl-phenyl)-ethanone). RXN SMILES: [CH:1]([C:4]1[CH:9]=C[C:7](C=O)=[CH:6][C:5]=1[CH:12]=[O:13])(C)C.B(F)(F)F.CC[O:20][CH2:21][CH3:22].[C:23]([O-:26])(=O)[CH3:24].[Na+]>C(O)(=O)C>[OH:26][C:23]1[CH:24]=[C:12]([OH:13])[C:5]([CH:4]([CH3:9])[CH3:1])=[CH:6][C:7]=1[C:21](=[O:20])[CH3:22] |f:1.2,3.4|. Procedure: 4-Isopropyl-benzene-1,3-dial (5.8 g) and boron trifluoride etherate (28.7 ml) were introduced into a 250 ml single neck RB flask equipped with a reflux condenser and an inlet for nitrogen atmosphere stirred at RT for 10 min. Acetic acid (4.55 ml) was added to the reaction mixture and stirred at 90° C. for 16 h. On completion, 10% sodium acetate (300 ml) was added to the reaction mixture which was stirred at RT for 4 h before. The reaction mixture was extracted with ethyl acetate (300 ml) and was...